Dataset: the Open Reaction Database (ORD), a public repository of structured organic reaction records. Task: describe an organic reaction: reactants, conditions, products, and yield Reactants: COC1=CC=C(C(=O)C2=CC=C(C=C2)OC)C=C1 (4,4′-Dimethoxybenzophenone), C(C(=O)Cl)(=O)Cl (oxalyl chloride), OC1=C(C(=O)OC)C=C(C=C1O)S(=O)(=O)C1=CC=C(C=C1)C (methyl 2,3-dihydroxy-5-(toluene-4-sulfonyl)-benzoate). Yields the product COC1=CC=C(C=C1)C1(OC2=C(O1)C=C(C=C2C(=O)OC)S(=O)(=O)C2=CC=C(C=C2)C)C2=CC=C(C=C2)OC (Methyl 2,2-bis-(4-methoxy-phenyl)-6-(toluene-4-sulfonyl)-1,3-benzodioxole-4-carboxylate). As a reaction SMILES: [CH3:1][O:2][C:3]1[CH:18]=[CH:17][C:6]([C:7]([C:9]2[CH:14]=[CH:13][C:12]([O:15][CH3:16])=[CH:11][CH:10]=2)=[O:8])=[CH:5][CH:4]=1.C(Cl)(=O)C(Cl)=O.O[C:26]1[C:35]([OH:36])=[CH:34][C:33]([S:37]([C:40]2[CH:45]=[CH:44][C:43]([CH3:46])=[CH:42][CH:41]=2)(=[O:39])=[O:38])=[CH:32][C:27]=1[C:28]([O:30][CH3:31])=[O:29]>>[CH3:16][O:15][C:12]1[CH:13]=[CH:14][C:9]([C:7]2([C:6]3[CH:5]=[CH:4][C:3]([O:2][CH3:1])=[CH:18][CH:17]=3)[O:36][C:35]3[CH:34]=[C:33]([S:37]([C:40]4[CH:45]=[CH:44][C:43]([CH3:46])=[CH:42][CH:41]=4)(=[O:39])=[O:38])[CH:32]=[C:27]([C:28]([O:30][CH3:31])=[O:29])[C:26]=3[O:8]2)=[CH:10][CH:11]=1. Reported procedure: 4,4′-Dimethoxybenzophenone (225 mg, 0.93 mmol, 1.5 eq.), oxalyl chloride (944 mg, 7.44 mmol, 8 eq.) and methyl 2,3-dihydroxy-5-(toluene-4-sulfonyl)-benzoate (200 mg, 0.62 mmol, 1 eq.) were reacted according to GP2.2. The crude product was purified using flash chromatography (silica gel, hexane/EtOAc 20:1→9:1) to yield the title compound as a colorless solid. Reactants: O=C1O[C@@H](CN1C=1C=CC2=C(NC(CS2)=O)C1)CCCN[C@@H]1CN2C(C=NC=3C=CC=C1C23)=O ((S)-6-{3-[(R)-2-oxo-3-(3-oxo-3,4-dihydro-2H-benzo[1,4]thiazin-6-yl)-oxazolidin-5-yl]-propylamino}-5,6-dihydro-pyrrolo[1,2,3-de]quinoxalin-3-one), [BH4-].[Na+] (NaBH4). The solvent is CO.ClCCCl (MeOH DCE). The product is O=C1O[C@@H](CN1C=1C=CC2=C(NC(CS2)=O)C1)CCCN[C@@H]1CN2C(CNC=3C=CC=C1C23)=O ((S)-6-{3-[(R)-2-oxo-3-(3-oxo-3,4-dihydro-2H-benzo[1,4]thiazin-6-yl)-oxazolidin-5-yl]-propylamino}-1,2,5,6-tetrahydro-pyrrolo[1,2,3-de]quinoxalin-3-one). Isolated yield 78.0%. As a reaction SMILES: [O:1]=[C:2]1[N:6]([C:7]2[CH:8]=[CH:9][C:10]3[S:15][CH2:14][C:13](=[O:16])[NH:12][C:11]=3[CH:17]=2)[CH2:5][C@@H:4]([CH2:18][CH2:19][CH2:20][NH:21][C@H:22]2[C:32]3[C:33]4[N:24]([C:25](=[O:34])[CH:26]=[N:27][C:28]=4[CH:29]=[CH:30][CH:31]=3)[CH2:23]2)[O:3]1.[BH4-].[Na+]>CO.ClCCCl>[O:1]=[C:2]1[N:6]([C:7]2[CH:8]=[CH:9][C:10]3[S:15][CH2:14][C:13](=[O:16])[NH:12][C:11]=3[CH:17]=2)[CH2:5][C@@H:4]([CH2:18][CH2:19][CH2:20][NH:21][C@H:22]2[C:32]3[C:33]4[N:24]([C:25](=[O:34])[CH2:26][NH:27][C:28]=4[CH:29]=[CH:30][CH:31]=3)[CH2:23]2)[O:3]1 |f:1.2,3.4|. Procedure: A solution of the compound of Example 48 (33 mg) in MeOH/DCE (5 mL; 4:1) was treated with NaBH4 (3 mg) for 30 min then quenched with 1M HCl (1 mL) and partitioned between DCM and an aq. NH4OH solution. The org. layer was washed with water and brine, dried over MgSO4 and purified by CC (EA/MeOH 19:1 to 9:1 containing 1% NH4OH) affording a colourless solid (26 mg; 78% yield). The reactants are [H-].[H-].[H-].[H-].[Li+].[Al+3] (LiAlH4), [Al+3].[Cl-].[Cl-].[Cl-] (AlCl3), CCOCC (ether), COC(C1=C(N=C(C=C1CC)C1=C(C=CC=C1CC)CC)Cl)=O (2-chloro-6-(2,6-diethyl-phenyl)-4-ethyl-nicotinic acid methyl ester), CCOCC (ether), Na2SO4.10H2O. Run at time 30 minute. Yields the product ClC1=NC(=CC(=C1CN([C@H]1CCCC2=CC=CC=C12)C)CC)C1=C(C=CC=C1CC)CC ((S)-[2-chloro-6-(2,6-diethyl-phenyl)-4-ethyl-pyridin-3-ylmethyl]-methyl-(1,2,3,4-tetrahydro-naphthalen-1-yl)-amine). RXN SMILES: [H-].[H-].[H-].[H-].[Li+].[Al+3].[Al+3].[Cl-].[Cl-].[Cl-].CO[C:13](=O)[C:14]1[C:19]([CH2:20][CH3:21])=[CH:18][C:17]([C:22]2[C:27]([CH2:28][CH3:29])=[CH:26][CH:25]=[CH:24][C:23]=2[CH2:30][CH3:31])=[N:16][C:15]=1[Cl:32].CCO[CH2:37][CH3:38]>>[Cl:32][C:15]1[C:14]([CH2:13][N:16]([CH3:17])[C@@H:15]2[C:37]3[C:38](=[CH:27][CH:22]=[CH:23][CH:24]=3)[CH2:18][CH2:19][CH2:14]2)=[C:19]([CH2:20][CH3:21])[CH:18]=[C:17]([C:22]2[C:27]([CH2:28][CH3:29])=[CH:26][CH:25]=[CH:24][C:23]=2[CH2:30][CH3:31])[N:16]=1 |f:0.1.2.3.4.5,6.7.8.9|. Reported procedure: A stirred solution of LiAlH4 (1M in TI-RF, 3 mL) in ether (10 mL) is treated with AlCl3 (133 mg) under nitrogen. After 30 minutes, 2-chloro-6-(2,6-diethyl-phenyl)-4-ethyl-nicotinic acid methyl ester (250 mg) in 5 mL of ether is added. The resulting mixture is heated at reflux for 2 hours. On cooling, Na2SO4.10H2O (1.0 g) is added. The mixture is stirred at room temperature for one hour and filtered through Celite. The filtrate is concentrated in vacuo. CH2Cl2 (5 mL) and SOCl2 (0.5 mL) are added ... Reactants: initial suspension, CCCCC1C(=O)N(N(C1=O)C=2C=CC=CC2)C=3C=CC=CC3 (Phenylbutazone), FC(C(=O)OC(C(F)(F)F)=O)(F)F (trifluoroacetic anhydride), [OH-].[Na+] (sodium hydroxide), S(=O)(=O)([O-])[O-].[Na+].[Na+] (sodium sulfate), C(C1=CN=CC=C1)(=O)OC(C1=CN=CC=C1)=O (nicotinic anhydride), C([O-])(O)=O.[Na+] (sodium bicarbonate). Solvent: CC(=O)C (acetone), ClCCl (dichloromethane). Run at time 1 hour. Product: C1(=CC=CC=C1)N1N(C(C(=C1C1=NC=CC=C1C(=O)O)CCCC)=O)C1=CC=CC=C1 (1,2-DIPHENYL-4-BUTYL-5-(3'-CARBOXYPYRIDYL)-4-PYRAZOLIN-3-ONE). The yield is 77.1%. RXN SMILES: [CH3:1][CH2:2][CH2:3][CH2:4][CH:5]1[C:10](=O)[N:9]([C:12]2[CH:13]=[CH:14][CH:15]=[CH:16][CH:17]=2)[N:8]([C:18]2[CH:19]=[CH:20][CH:21]=[CH:22][CH:23]=2)[C:6]1=[O:7].FC(F)(F)C(OC(=O)C(F)(F)F)=O.[C:37]([O:45]C(=O)C1C=CC=NC=1)(=[O:44])[C:38]1[CH:43]=[CH:42][CH:41]=[N:40][CH:39]=1.C(=O)(O)[O-].[Na+].[OH-].[Na+].S([O-])([O-])(=O)=O.[Na+].[Na+]>CC(C)=O.ClCCl>[C:12]1([N:9]2[C:10]([C:39]3[C:38]([C:37]([OH:45])=[O:44])=[CH:43][CH:42]=[CH:41][N:40]=3)=[C:5]([CH2:4][CH2:3][CH2:2][CH3:1])[C:6](=[O:7])[N:8]2[C:18]2[CH:23]=[CH:22][CH:21]=[CH:20][CH:19]=2)[CH:13]=[CH:14][CH:15]=[CH:16][CH:17]=1 |f:3.4,5.6,7.8.9|. Reported procedure: Phenylbutazone (1,2-diphenyl-3,5-pyrazolidinedione; 11.00 g, 0.035 mole) was treated with 11.55 g (0.055 mole) of trifluoroacetic anhydride. The resulting solid suspension was shaken or mechanically stirred until a homogeneous solution was obtained, then it was stirred with a magnetic stirrer at room temperature in a tightly closed flask for one hour. The solution was concentrated in vacuo for one hour and the oily residue obtained was dissolved in 50 ml of acetone and allowed to react with 12.5... Starting materials: Cl.N1=CC=CC=C1 (Pyridine hydrochloride), COC1=NC(=NC=C1)NC1=CC=C(C#N)C=C1 (4-(4-methoxypyrimidin-2-ylamino)benzonitrile), ice water. Solvent: C(C)#N (acetonitrile). Conditions: temperature 155 celsius, time 1 hour. Yields the product OC1=NC(=NC=C1)NC1=CC=C(C#N)C=C1 (4-(4-hydroxypyrimidin-2-ylamino)benzonitrile). Isolated yield 87.4%. RXN SMILES: Cl.N1C=CC=CC=1.C[O:9][C:10]1[CH:15]=[CH:14][N:13]=[C:12]([NH:16][C:17]2[CH:24]=[CH:23][C:20]([C:21]#[N:22])=[CH:19][CH:18]=2)[N:11]=1>C(#N)C>[OH:9][C:10]1[CH:15]=[CH:14][N:13]=[C:12]([NH:16][C:17]2[CH:24]=[CH:23][C:20]([C:21]#[N:22])=[CH:19][CH:18]=2)[N:11]=1 |f:0.1|. Procedure: Pyridine hydrochloride (23 gm) was added to 4-(4-methoxypyrimidin-2-ylamino)benzonitrile (15 gm) and then heated to 150 to 160° C. for 3 hours. The mixture was then cooled to room temperature, then transferred into ice water and stirred for 1 hour. The resulting precipitate was filtered and washed with water. The solid thus obtained was slurried in acetonitrile at 0 to 5° C. for 1 hour and filtered. The solid obtained was dried to give 12.3 gm of 4-(4-hydroxypyrimidin-2-ylamino)benzonitrile. Reactants: O=[N+]([O-])O, O=S(=O)(O)O, CCOC(=O)c1n[nH]c2ccccc12. The product is CCOC(=O)c1n[nH]c2ccc([N+](=O)[O-])cc12. As a reaction SMILES: [OH:15][N+:16]([O-:17])=[O:18].[S:19](=[O:20])(=[O:21])([OH:22])[OH:23].[nH:1]1[n:2][c:3]([C:10](=[O:11])[O:12][CH2:13][CH3:14])[c:4]2[cH:5][cH:6][cH:7][cH:8][c:9]12>>[nH:1]1[n:2][c:3]([C:10](=[O:11])[O:12][CH2:13][CH3:14])[c:4]2[cH:5][c:6]([N+:16](=[O:15])[O-:17])[cH:7][cH:8][c:9]12. The reactants are CC(C)c1nc(C(=O)N2CCOC3(CCN(Cc4csc(CCO[Si](C)(C)C(C)(C)C)c4)CC3)C2)cs1, CCCC[N+](CCCC)(CCCC)CCCC, [F-], C1CCOC1. Yields the product CC(C)c1nc(C(=O)N2CCOC3(CCN(Cc4csc(CCO)c4)CC3)C2)cs1. As a reaction SMILES: [C:19]([Si:20]([CH3:21])([CH3:22])[O:24][CH2:25][CH2:26][c:27]1[cH:28][c:29]([CH2:32][N:33]2[CH2:34][CH2:35][C:36]3([CH2:37][N:38]([C:42](=[O:43])[c:44]4[n:45][c:46]([CH:49]([CH3:50])[CH3:51])[s:47][cH:48]4)[CH2:39][CH2:40][O:41]3)[CH2:52][CH2:53]2)[cH:30][s:31]1)([CH3:23])([CH3:54])[CH3:55].[CH3:2][CH2:3][CH2:4][CH2:5][N+:6]([CH2:7][CH2:8][CH2:9][CH3:10])([CH2:11][CH2:12][CH2:13][CH3:14])[CH2:15][CH2:16][CH2:17][CH3:18].[F-:1].[O:56]1[CH2:57][CH2:58][CH2:59][CH2:60]1>>[OH:24][CH2:25][CH2:26][c:27]1[cH:28][c:29]([CH2:32][N:33]2[CH2:34][CH2:35][C:36]3([CH2:37][N:38]([C:42](=[O:43])[c:44]4[n:45][c:46]([CH:49]([CH3:50])[CH3:51])[s:47][cH:48]4)[CH2:39][CH2:40][O:41]3)[CH2:52][CH2:53]2)[cH:30][s:31]1. Starting materials: ClCCl, O=C(Cl)CCl, [Na+], [OH-], NCCC(Nc1ccccc1)c1ccccc1. Yields the product O=C(CCl)NCCC(Nc1ccccc1)c1ccccc1. RXN SMILES: [CH2:23]([Cl:24])[Cl:25].[Cl:1][CH2:2][C:3](=[O:4])[Cl:5].[Na+:27].[OH-:26].[c:6]1([NH:12][CH:13]([CH2:14][CH2:15][NH2:16])[c:17]2[cH:18][cH:19][cH:20][cH:21][cH:22]2)[cH:7][cH:8][cH:9][cH:10][cH:11]1>>[Cl:1][CH2:2][C:3](=[O:4])[NH:16][CH2:15][CH2:14][CH:13]([NH:12][c:6]1[cH:7][cH:8][cH:9][cH:10][cH:11]1)[c:17]1[cH:18][cH:19][cH:20][cH:21][cH:22]1. Starting materials: C1(=CC=CC=C1)S(=O)(=O)N1C(=CC=2C1=NC=C(C2)F)C(CC2CCCC2)(O)C2=CC=C(C=C2)S(=O)(=O)C (1-(1-benzenesulfonyl-5-fluoro-1H-pyrrolo[2,3-b]pyridin-2-yl)-2-cyclopentyl-1-(4-methanesulfonyl-phenyl)-ethanol), [F-].C(CCC)[N+](CCCC)(CCCC)CCCC (tetrabutylammonium fluoride). Solvent: C(C)(=O)OCC (ethyl acetate), O1CCCC1 (tetrahydrofuran), O1CCCC1 (tetrahydrofuran). The product is C1(CCCC1)CC(O)(C1=CC=C(C=C1)S(=O)(=O)C)C1=CC=2C(=NC=C(C2)F)N1 (2-cyclopentyl-1-(5-fluoro-1H-pyrrolo[2,3-b]pyridin-2-yl)-1-(4-methanesulfonyl-phenyl)-ethanol). The yield is 2.6%. As a reaction SMILES: C1(S([N:10]2[C:14]3=[N:15][CH:16]=[C:17]([F:19])[CH:18]=[C:13]3[CH:12]=[C:11]2[C:20]([C:28]2[CH:33]=[CH:32][C:31]([S:34]([CH3:37])(=[O:36])=[O:35])=[CH:30][CH:29]=2)([OH:27])[CH2:21][CH:22]2[CH2:26][CH2:25][CH2:24][CH2:23]2)(=O)=O)C=CC=CC=1.[F-].C([N+](CCCC)(CCCC)CCCC)CCC>O1CCCC1.C(OCC)(=O)C>[CH:22]1([CH2:21][C:20]([C:11]2[NH:10][C:14]3=[N:15][CH:16]=[C:17]([F:19])[CH:18]=[C:13]3[CH:12]=2)([C:28]2[CH:33]=[CH:32][C:31]([S:34]([CH3:37])(=[O:36])=[O:35])=[CH:30][CH:29]=2)[OH:27])[CH2:23][CH2:24][CH2:25][CH2:26]1 |f:1.2|. Reported procedure: A solution of 1-(1-benzenesulfonyl-5-fluoro-1H-pyrrolo[2,3-b]pyridin-2-yl)-2-cyclopentyl-1-(4-methanesulfonyl-phenyl)-ethanol (5.1 g, 9.4 mmol) in tetrahydrofuran (0.5 mL) and a tetrabutylammonium fluoride solution in tetrahydrofuran (1 M, 20 mL, 20 mmol) was stirred at room temperature for 2 h. The mixture was diluted with ethyl acetate (150 mL), washed with a saturated aqueous ammonium chloride solution and brine, dried over anhydrous sodium sulfate and concentrated in vacuo. Purification usin... Solvent: C1CCOC1 (THF). The yield is 77.3%. Procedure details: To a solution of 2-(tert-butoxycarbonylamino)-2-phenylacetic acid (400 mg, 1.59 mmol) in THF (20 ml), were added N,N′-methanediylidenedicyclohexanamine (394 mg, 1.91 mmol), 1H-benzo[d][1,2,3]triazol-1-ol (258 mg, 1.91 mmol) and 8-methyl-8-azabicyclo[3.2.1]octan-3-ol (270 mg, 1.91 mmol). The reaction was stirred at RT for 15 hours, and then the solvent was evaporated. The residue was taken up with DCM, the insoluble was filtered off, and the clear solution was washed twice with aq. Na2CO3 and bri... Conditions: time 15 hour. Starting materials: C(C)(C)(C)OC(=O)NC(C(=O)O)C1=CC=CC=C1 (2-(tert-butoxycarbonylamino)-2-phenylacetic acid), C(=NC1CCCCC1)=NC1CCCCC1 (N,N′-methanediylidenedicyclohexanamine), N1(N=NC2=C1C=CC=C2)O (1H-benzo[d][1,2,3]triazol-1-ol), CN1C2CC(CC1CC2)O (8-methyl-8-azabicyclo[3.2.1]octan-3-ol). The product is C(C)(C)(C)OC(=O)NC(C(=O)OC1CC2CCC(C1)N2C)C2=CC=CC=C2 (8-methyl-8-azabicyclo[3.2.1]octan-3-yl 2-(tert-butoxycarbonylamino)-2-phenylacetate). RXN SMILES: [C:1]([O:5][C:6]([NH:8][CH:9]([C:13]1[CH:18]=[CH:17][CH:16]=[CH:15][CH:14]=1)[C:10]([OH:12])=[O:11])=[O:7])([CH3:4])([CH3:3])[CH3:2].C(=NC1CCCCC1)=NC1CCCCC1.N1(O)C2C=CC=CC=2N=N1.[CH3:44][N:45]1[CH:50]2[CH2:51][CH2:52][CH:46]1[CH2:47][CH:48](O)[CH2:49]2>C1COCC1>[C:1]([O:5][C:6]([NH:8][CH:9]([C:13]1[CH:18]=[CH:17][CH:16]=[CH:15][CH:14]=1)[C:10]([O:12][CH:48]1[CH2:49][CH:50]2[N:45]([CH3:44])[CH:46]([CH2:52][CH2:51]2)[CH2:47]1)=[O:11])=[O:7])([CH3:4])([CH3:2])[CH3:3].